Task: describe an organic reaction: reactants, conditions, products, and yield. Dataset: the Open Reaction Database (ORD), a public repository of structured organic reaction records Starting materials: BrC1=CC(=C(C=C1)C(C(=O)C1=CC2=C(OCC(N2C)=O)N=C1)C)Cl (7-[2-(4-bromo-2-chloro-phenyl)-propionyl]-1-methyl-1H-pyrido[2,3-b][1,4]oxazin-2-one), FC(F)(F)[Si](C)(C)C ((trifluoromethyl)trimethylsilane), [F-].C[N+](C)(C)C (tetramethylammonium fluoride). Product: BrC1=CC(=C(C=C1)C(C(C(F)(F)F)(O)C1=CC2=C(OCC(N2C)=O)N=C1)C)Cl (7-[2-(4-Bromo-2-chloro-phenyl)-1-hydroxy-1-trifluoromethyl-propyl]-1-methyl-1H-pyrido[2,3-b][1,4]oxazin-2-one). Reaction SMILES: [Br:1][C:2]1[CH:7]=[CH:6][C:5]([CH:8]([CH3:23])[C:9]([C:11]2[CH:22]=[N:21][C:14]3[O:15][CH2:16][C:17](=[O:20])[N:18]([CH3:19])[C:13]=3[CH:12]=2)=[O:10])=[C:4]([Cl:24])[CH:3]=1.[F:25][C:26]([Si](C)(C)C)([F:28])[F:27].[F-].C[N+](C)(C)C>>[Br:1][C:2]1[CH:7]=[CH:6][C:5]([CH:8]([CH3:23])[C:9]([C:11]2[CH:22]=[N:21][C:14]3[O:15][CH2:16][C:17](=[O:20])[N:18]([CH3:19])[C:13]=3[CH:12]=2)([OH:10])[C:26]([F:28])([F:27])[F:25])=[C:4]([Cl:24])[CH:3]=1 |f:2.3|. Reported procedure: In analogy to Example 1, step 3, 7-[2-(4-bromo-2-chloro-phenyl)-propionyl]-1-methyl-1H-pyrido[2,3-b][1,4]oxazin-2-one was reacted with (trifluoromethyl)trimethylsilane and tetramethylammonium fluoride to give the title compound as a colorless solid. MS (m/e, ISP neg. ion)=477.0 [M−H+]. The reactants are COC(C1=C(C(=C(C(=C1)Br)F)F)NC1=C(C=CC=C1)Cl)=O (5-bromo-2-(2-chlorophenylamino)-3,4-difluorobenzoic acid methyl ester), CN1C(CCC1)=O (1methyl-2-pyrrolidinone). The reagents and catalysts are C1(=CC=CC=C1)P([C-]1C=CC=C1)C1=CC=CC=C1.[C-]1(C=CC=C1)P(C1=CC=CC=C1)C1=CC=CC=C1.[Fe+2] (1,1′-bis(diphenylphosphino)ferrocene), C=1C=CC(=CC1)/C=C/C(=O)/C=C/C2=CC=CC=C2.C=1C=CC(=CC1)/C=C/C(=O)/C=C/C2=CC=CC=C2.C=1C=CC(=CC1)/C=C/C(=O)/C=C/C2=CC=CC=C2.[Pd].[Pd] (Pd2 dba3), [C-]#N.[C-]#N.[Zn+2] (Zn(CN)2). Reaction conditions: time 20 hour. Product: COC(C1=C(C(=C(C(=C1)C#N)F)F)NC1=C(C=CC=C1)Cl)=O (2-(2-chlorophenylamino)-5-cyano-3,4-difluorobenzoic acid methyl ester). The yield is 52.0%. RXN SMILES: [CH3:1][O:2][C:3](=[O:21])[C:4]1[CH:9]=[C:8](Br)[C:7]([F:11])=[C:6]([F:12])[C:5]=1[NH:13][C:14]1[CH:19]=[CH:18][CH:17]=[CH:16][C:15]=1[Cl:20].[CH3:22][N:23]1CCCC1=O>C1(P(C2C=CC=CC=2)[C-]2C=CC=C2)C=CC=CC=1.[C-]1(P(C2C=CC=CC=2)C2C=CC=CC=2)C=CC=C1.[Fe+2].C1C=CC(/C=C/C(/C=C/C2C=CC=CC=2)=O)=CC=1.C1C=CC(/C=C/C(/C=C/C2C=CC=CC=2)=O)=CC=1.C1C=CC(/C=C/C(/C=C/C2C=CC=CC=2)=O)=CC=1.[Pd].[Pd].[C-]#N.[C-]#N.[Zn+2]>[CH3:1][O:2][C:3](=[O:21])[C:4]1[CH:9]=[C:8]([C:22]#[N:23])[C:7]([F:11])=[C:6]([F:12])[C:5]=1[NH:13][C:14]1[CH:19]=[CH:18][CH:17]=[CH:16][C:15]=1[Cl:20] |f:2.3.4,5.6.7.8.9,10.11.12|. Reported procedure: A mixture of 5-bromo-2-(2-chlorophenylamino)-3,4-difluorobenzoic acid methyl ester (14) (3.01 g, 7.99 mmol), 1,1′-bis(diphenylphosphino)ferrocene (dppf) (93 mg, 0.162 mmol), Pd2 dba3 (73 mg, 0.080 mmol) and Zn(CN)2 (573 mg, 4.78 mmol) in 1methyl-2-pyrrolidinone (NMP: 4.5 mL) was heated in a sealed tube reactor. After 20 hours, the reaction mixture was cooled to room temperature, quenched by the addition of 8 mL 4:1:4 (volume) mixture of saturated NH4Cl, concentrated NH4OH and water, and extracte... Procedure: The mixture of 20 g of 4-hydroxy-6-t-butyl-1,3,3a,7-tetraazaindene and 80 ml of phosphorus oxychloride was refluxed over an oil bath at 140° to 150° C. for 3 to 4 hours. Excess phosphorus oxychloride was distilled away under reduced pressure and then the reaction mixture was poured into ice water. The product was extracted with methylene chloride, and dried over anhydrous sodium sulfate. Upon distilling off the methylene chloride, pale yellow crystal in yield of 16 g was obtained. Reactants: OC=1N2N=CN=C2N=C(C1)C(C)(C)C (4-hydroxy-6-t-butyl-1,3,3a,7-tetraazaindene), P(=O)(Cl)(Cl)Cl (phosphorus oxychloride). Reaction SMILES: O[C:2]1[N:3]2[C:7]([N:8]=[C:9]([C:11]([CH3:14])([CH3:13])[CH3:12])[CH:10]=1)=[N:6][CH:5]=[N:4]2.P(Cl)(Cl)([Cl:17])=O>>[Cl:17][C:2]1[N:3]2[C:7]([N:8]=[C:9]([C:11]([CH3:14])([CH3:13])[CH3:12])[CH:10]=1)=[N:6][CH:5]=[N:4]2. Product: ClC=1N2N=CN=C2N=C(C1)C(C)(C)C (4-Chloro-6-t-butyl-1,3,3a,7-tetraazaindene). Reactants: C(C)OC(=O)C1=C(C2=C(C(=N1)Br)N=C(S2)C2=CC=C(C=C2)F)O (4-bromo-2-(4-fluoro-phenyl)-7-hydroxy-thiazolo[4,5-c]pyridine-6-carboxylic acid ethyl ester), C[Sn](C)(C)C (tetramethyltin). Reagents/catalysts: Cl[Pd]([P](C1=CC=CC=C1)(C2=CC=CC=C2)C3=CC=CC=C3)([P](C4=CC=CC=C4)(C5=CC=CC=C5)C6=CC=CC=C6)Cl (bis(triphenylphosphine)palladium(II) dichloride). The solvent is CN(C=O)C (dimethylformamide). Reaction conditions: temperature 130 celsius, time 45 minute. Product: C(C)OC(=O)C1=C(C2=C(C(=N1)C)N=C(S2)C2=CC=C(C=C2)F)O (2-(4-Fluoro-phenyl)-7-hydroxy-4-methyl-thiazolo[4,5-c]pyridine-6-carboxylic acid ethyl ester). Isolated yield 56.7%. RXN SMILES: [CH2:1]([O:3][C:4]([C:6]1[N:11]=[C:10](Br)[C:9]2[N:13]=[C:14]([C:16]3[CH:21]=[CH:20][C:19]([F:22])=[CH:18][CH:17]=3)[S:15][C:8]=2[C:7]=1[OH:23])=[O:5])[CH3:2].[CH3:24][Sn](C)(C)C>CN(C)C=O.Cl[Pd](Cl)([P](C1C=CC=CC=1)(C1C=CC=CC=1)C1C=CC=CC=1)[P](C1C=CC=CC=1)(C1C=CC=CC=1)C1C=CC=CC=1>[CH2:1]([O:3][C:4]([C:6]1[N:11]=[C:10]([CH3:24])[C:9]2[N:13]=[C:14]([C:16]3[CH:21]=[CH:20][C:19]([F:22])=[CH:18][CH:17]=3)[S:15][C:8]=2[C:7]=1[OH:23])=[O:5])[CH3:2] |^1:36,55|. Procedure: A mixture of 4-bromo-2-(4-fluoro-phenyl)-7-hydroxy-thiazolo[4,5-c]pyridine-6-carboxylic acid ethyl ester (140 mg, 0.35 mmol), tetramethyltin (98 μL, 0.70 mmol) and bis(triphenylphosphine)palladium(II) dichloride (25 mg, 0.03 mmol) in dimethylformamide (2.5 mL) was stirred at 130° C. for 45 min before it was cooled to room temperature, quenched with water, filtered. The filtrate was partitioned between ethyl acetate and water. The organic layer was washed with brine, dried over anhydrous sodium s... Reaction SMILES: [CH2:1]([CH3:2])[O:3][C:4](=[O:5])[CH:6]1[CH2:7][CH2:8][N:9]([CH2:12][CH:13]([CH2:14][O:15][c:16]2[c:17]3[cH:18][cH:19][cH:20][n:21][c:22]3[cH:23][cH:24][cH:25]2)[OH:26])[CH2:10][CH2:11]1.[CH3:28][OH:29].[Li+:30].[O:32]1[CH2:33][CH2:34][CH2:35][CH2:36]1.[OH-:31].[OH2:27]>>[Li+:30].[O:3]=[C:4]([O-:5])[CH:6]1[CH2:7][CH2:8][N:9]([CH2:12][CH:13]([CH2:14][O:15][c:16]2[c:17]3[cH:18][cH:19][cH:20][n:21][c:22]3[cH:23][cH:24][cH:25]2)[OH:26])[CH2:10][CH2:11]1. The reactants are CCOC(=O)C1CCN(CC(O)COc2cccc3ncccc23)CC1, CO, [Li+], C1CCOC1, [OH-], O. The product is [Li+], O=C([O-])C1CCN(CC(O)COc2cccc3ncccc23)CC1. The reactants are COC(C)(OC)OC (1,1,1-trimethoxyethane), ClCl (chlorine), ClCl (chlorine). Run at time 4 hour. Product: ClCC(OC)(OC)OC (2-chloro-1,1,1-trimethoxyethane). The yield is 85.1%. RXN SMILES: [CH3:1][O:2][C:3]([O:7][CH3:8])([O:5][CH3:6])[CH3:4].[Cl:9]Cl>>[Cl:9][CH2:4][C:3]([O:7][CH3:8])([O:5][CH3:6])[O:2][CH3:1]. Procedure details: A 1000 ml flask equipped with a stirrer and gas inlet tube was initially charged at 10° C. with 480 g (4 mol) of 1,1,1-trimethoxyethane. Within 4 hours, 220 g (3.14 mol) of chlorine were introduced into the flask in gaseous form, and the internal temperature of the flask did not rise above 15° C. Once the entire amount of chlorine had been introduced into the flask, the mixture was worked-up by distillation. A distillation apparatus having approx. 5 theoretical plates was used to remove low boil... Reactants: organozinc, II (iodine), ClC=1C=C(CCl)C=CC1Cl (3,4-dichlorobenzyl chloride), Cl (HCl), II (iodine), C(C)(=O)OCC(=O)C1=CC=C(C=C1)Cl (4-chlorophenacyl acetate), ClCC(=O)Cl (chloroacetyl chloride), cerium molybdate. Reagents/catalysts: C=1C=CC(=CC1)[P](C=2C=CC=CC2)(C=3C=CC=CC3)[Pd]([P](C=4C=CC=CC4)(C=5C=CC=CC5)C=6C=CC=CC6)([P](C=7C=CC=CC7)(C=8C=CC=CC8)C=9C=CC=CC9)[P](C=1C=CC=CC1)(C=1C=CC=CC1)C=1C=CC=CC1 (Pd(PPh3)4), [Zn] (Zinc). Run in hexanes, C(C)(=O)OCC (ethyl acetate), CN(C(C)=O)C (N,N-dimethylacetamide). Run at temperature 80 celsius, time 8 hour. Yields the product ClCC(CC1=CC(=C(C=C1)Cl)Cl)=O (1-Chloro-3-(3,4-dichlorophenyl)propan-2-one). The yield is 45.0%. RXN SMILES: C(OCC(C1C=CC(Cl)=CC=1)=O)(=O)C.II.[Cl:17][C:18]1[CH:19]=[C:20]([CH:23]=[CH:24][C:25]=1[Cl:26])[CH2:21]Cl.[Cl:27][CH2:28][C:29](Cl)=[O:30].Cl>CN(C)C(=O)C.[Zn].C1C=CC([P]([Pd]([P](C2C=CC=CC=2)(C2C=CC=CC=2)C2C=CC=CC=2)([P](C2C=CC=CC=2)(C2C=CC=CC=2)C2C=CC=CC=2)[P](C2C=CC=CC=2)(C2C=CC=CC=2)C2C=CC=CC=2)(C2C=CC=CC=2)C2C=CC=CC=2)=CC=1.C(OCC)(=O)C>[Cl:27][CH2:28][C:29](=[O:30])[CH2:21][C:20]1[CH:23]=[CH:24][C:25]([Cl:26])=[C:18]([Cl:17])[CH:19]=1 |^1:43,45,64,83|. Reported procedure: The organozinc species was generated as described by S. Huo (Organic Letters 2003, 5 (4), 423-5). In a flame-dried 25 mL 2-necked round-bottomed flask, under an inert atmosphere, iodine (65 mg, 0.26 mmol) was taken up in 6 mL anhydrous N,N-dimethylacetamide. Zinc dust (0.502 g, 7.67 mmol) was added, and the suspension stirred until the red color of the iodine disappeared. Then, 3,4-dichlorobenzyl chloride (0.71 mL, 1.0 g, 5.1 mmol) was added via syringe, and the mixture heated at 80° C. until th... The reactants are C(CCC)[Li] (n-butyllithium), CP(OC)(OC)=O (Dimethyl methylphosphonate), FC(C(=O)OC)CCCC (methyl fluorocaproate). The solvent is C1CCOC1 (THF), C1CCOC1 (THF). Run at time 10 minute. Yields the product FC(C(CP(OC)(OC)=O)=O)CCCC (Dimethyl (3-fluoro-2-oxoheptyl)phosphonate). RXN SMILES: [CH3:1][P:2](=[O:7])([O:5][CH3:6])[O:3][CH3:4].C([Li])CCC.[F:13][CH:14]([CH2:19][CH2:20][CH2:21][CH3:22])[C:15](OC)=[O:16]>C1COCC1>[F:13][CH:14]([CH2:19][CH2:20][CH2:21][CH3:22])[C:15](=[O:16])[CH2:1][P:2](=[O:7])([O:5][CH3:6])[O:3][CH3:4]. Procedure details: Dimethyl methylphosphonate (8.38 g) was dissolved in dry THF (250 ml) and cooled to -78° C. n-Butyllithium (1.6-M, 42 ml) was added dropwise, and the reaction was stirred for 10 minutes. The above methyl fluorocaproate (200 g) in THF (10 ml) was added dropwise. After addition, the mixture was stirred at -78° C. for 45 minutes, and then at room temperature for additional 45 minutes. The crude product obtained after the conventional work-up was chromatographed (hexane/ethyl acetate=1/1). The reactants are Tris(dibenzylidineacetone)dipalladium (0) chloroform, FC=1C=C(C=CC1[Sn](C)(C)C)C1=NOC(C1)CNC(C)=O (N-({3-[3-Fluoro-4-(trimethylstannyl)phenyl]-4,5-dihydroisoxazol-5-yl]methyl}acetamide), OC[C@@H]1CN(C(O1)=O)C1=CC=C(C=C1)I ((5S)-5-(hydroxymethyl)-3-(4-iodophenyl)-1,3-oxazolidin-2-one), 2-trifurylphosphine. Solvent: O1CCOCC1 (1,4-dioxane), CS(=O)C (dimethylsulphoxide). Reaction conditions: temperature 90 celsius, time 16 hour. Product: FC1=C(C=CC(=C1)C1=NOC(C1)CNC(C)=O)C1=CC=C(C=C1)N1C(O[C@H](C1)CO)=O (N-[(3-{2-Fluoro-4′-[(5R)-5-(hydroxymethyl)-2-oxo-1,3-oxazolidin-3-yl]-1,1′-biphenyl-4-yl}-4,5-dihydroisoxazol-5-yl)methyl]acetamide). Yield: 0.9%. As a reaction SMILES: [F:1][C:2]1[CH:3]=[C:4]([C:12]2[CH2:16][CH:15]([CH2:17][NH:18][C:19](=[O:21])[CH3:20])[O:14][N:13]=2)[CH:5]=[CH:6][C:7]=1[Sn](C)(C)C.[OH:22][CH2:23][C@H:24]1[O:28][C:27](=[O:29])[N:26]([C:30]2[CH:35]=[CH:34][C:33](I)=[CH:32][CH:31]=2)[CH2:25]1>O1CCOCC1.CS(C)=O>[F:1][C:2]1[CH:3]=[C:4]([C:12]2[CH2:16][CH:15]([CH2:17][NH:18][C:19](=[O:21])[CH3:20])[O:14][N:13]=2)[CH:5]=[CH:6][C:7]=1[C:33]1[CH:32]=[CH:31][C:30]([N:26]2[CH2:25][C@H:24]([CH2:23][OH:22])[O:28][C:27]2=[O:29])=[CH:35][CH:34]=1. Reported procedure: N-({3-[3-Fluoro-4-(trimethylstannyl)phenyl]-4,5-dihydroisoxazol-5-yl]methyl}acetamide (600 mg, 1.5 mmol), (5S)-5-(hydroxymethyl)-3-(4-iodophenyl)-1,3-oxazolidin-2-one (319 mg, 1.0 mmol) and 2-trifurylphosphine (23 mg, 0.1 mmol) were dissolved in dry 1,4-dioxane (10 ml) and the reaction mixture placed under an atmosphere of argon. Tris(dibenzylidineacetone)dipalladium (0) chloroform adduct (52 mg, 0.05 mmol) was added and the reaction mixture stirred for 16 hours at 90° C. Silica gel (0.5 g) was ... Reactants: C(C)(=O)OCC (ethyl acetate), C(=O)(O)[O-].[Na+] (NaHCO3), BrC=1C=C(C=CC1)CN1C[C@@H](NCC1)C ((3S)-1-[(3-Bromophenyl)methyl]-3-methylpiperazine), TEA, ClC(=O)OCC1=CC=CC=C1 (benzyl chloroformate). The reagents and catalysts are CN(C)C=1C=CN=CC1 (DMAP). Run in CS(=O)C (DMSO). Product: BrC=1C=C(C=CC1)CN1C[C@@H](N(CC1)C(=O)OCC1=CC=CC=C1)C (phenylmethyl (2S)-4-[(3-bromophenyl)methyl]-2-methyl-1-piperazinecarboxylate). Isolated yield 89.3%. As a reaction SMILES: [Br:1][C:2]1[CH:3]=[C:4]([CH2:8][N:9]2[CH2:14][CH2:13][NH:12][C@@H:11]([CH3:15])[CH2:10]2)[CH:5]=[CH:6][CH:7]=1.Cl[C:17]([O:19][CH2:20][C:21]1[CH:26]=[CH:25][CH:24]=[CH:23][CH:22]=1)=[O:18].C(OCC)(=O)C.C([O-])(O)=O.[Na+]>CN(C1C=CN=CC=1)C.CS(C)=O>[Br:1][C:2]1[CH:3]=[C:4]([CH2:8][N:9]2[CH2:14][CH2:13][N:12]([C:17]([O:19][CH2:20][C:21]3[CH:26]=[CH:25][CH:24]=[CH:23][CH:22]=3)=[O:18])[C@@H:11]([CH3:15])[CH2:10]2)[CH:5]=[CH:6][CH:7]=1 |f:3.4|. Procedure: To a solution of (3S)-1-[(3-Bromophenyl)methyl]-3-methylpiperazine (250 mg, 0.5 mmol), TEA (0.5 ml, 3.5 mmol), and DMAP (12 mg, 0.1 mmol) in 1 mL of dry DMSO was added dropwise benzyl chloroformate (0.34 mL, 2.25 mmol) at 10° C. while stirring. The mixture was then heated and stirred at 50° C. for 1.5 h. After cooling to room temperature, 15 mL of ethyl acetate and 5 mL of saturated NaHCO3 were added. The organic layer was separated, concentrated under vacuum and purified by Gilson reverse phase...